From a dataset of the Open Reaction Database (ORD), a public repository of structured organic reaction records. describe an organic reaction: reactants, conditions, products, and yield Starting materials: C1CCOC1, CO, [Na+], COC(=O)c1cc(COc2ccccc2)cc(COc2ccccc2)c1, [OH-]. Product: O=C(O)c1cc(COc2ccccc2)cc(COc2ccccc2)c1. RXN SMILES: [CH2:31]1[O:32][CH2:33][CH2:34][CH2:35]1.[CH3:29][OH:30].[Na+:28].[O:1]([c:2]1[cH:3][cH:4][cH:5][cH:6][cH:7]1)[CH2:8][c:9]1[cH:10][c:11]([C:12](=[O:13])[O:14][CH3:15])[cH:16][c:17]([CH2:19][O:20][c:21]2[cH:22][cH:23][cH:24][cH:25][cH:26]2)[cH:18]1.[OH-:27]>>[O:1]([c:2]1[cH:3][cH:4][cH:5][cH:6][cH:7]1)[CH2:8][c:9]1[cH:10][c:11]([C:12](=[O:13])[OH:14])[cH:16][c:17]([CH2:19][O:20][c:21]2[cH:22][cH:23][cH:24][cH:25][cH:26]2)[cH:18]1. Reactants: BrC1=CC=C(C(C=O)=C1)O (5-bromosalicylaldehyde), Cl (HCl), BrC1=NC=CC=C1 (2-bromopyridine), CCCCCC.C(CCC)[Li] (n-butyl lithium hexane). Solvent: C1CCOC1 (THF), C1CCOC1 (THF). Reaction conditions: time 15 minute. The product is BrC=1C=CC(=C(C(C2=NC=CC=C2)O)C1)O (5-bromo-2-hydroxy-α-(2-pyridyl)benzyl alcohol). Isolated yield 68.8%. RXN SMILES: Br[C:2]1[CH:7]=[CH:6][CH:5]=[CH:4][N:3]=1.CCCCCC.C([Li])CCC.[Br:19][C:20]1[CH:27]=[C:24]([CH:25]=[O:26])[C:23]([OH:28])=[CH:22][CH:21]=1.Cl>C1COCC1>[Br:19][C:20]1[CH:21]=[CH:22][C:23]([OH:28])=[C:24]([CH:27]=1)[CH:25]([OH:26])[C:2]1[CH:7]=[CH:6][CH:5]=[CH:4][N:3]=1 |f:1.2|. Procedure: To a solution of 2-bromopyridine (5.75 g) in THF (125 ml) was added, under argon atmosphere at -78° C., a 1.6M n-butyl lithium hexane solution (40.0 ml). The mixture was stirred for 15 minutes at the same temperature. To the reaction mixture was added a solution of 5-bromosalicylaldehyde (3.65 g) in THF (20 ml), which was stirred for 20 minutes at the same temperature, then for further 15 minutes while warming up to room temperature. The reaction mixture was poured into 3N HCl, which was washed ... Starting materials: COC1=CC=2C3=C(N(C2C=C1)C)C(N(S3(=O)=O)CC(=O)OC)=O (methyl 3,4-dihydro-7-methoxy-4-methyl-3-oxo-2H-isothiazolo[4,5-b]indole-2-acetate 1,1-dioxide), C[O-].[Na+] (sodium methylate). Solvent: C1(=CC=CC=C1)C.C(C)(C)(C)O (toluene tert. butanol). Yields the product OC1=C(NS(C2=C1N(C=1C=CC(=CC21)OC)C)(=O)=O)C(=O)OC (methyl 2,5-dihydro-4-hydroxy-8-methoxy-5-methyl-1,2-thiazino[5,6-b]indole-3-carboxylate 1,1-dioxide). Isolated yield 58.5%. As a reaction SMILES: [CH3:1][O:2][C:3]1[CH:11]=[CH:10][C:9]2[N:8]([CH3:12])[C:7]3[C:13](=[O:23])[N:14]([CH2:18][C:19]([O:21][CH3:22])=[O:20])[S:15](=[O:17])(=[O:16])[C:6]=3[C:5]=2[CH:4]=1.C[O-].[Na+]>C1(C)C=CC=CC=1.C(O)(C)(C)C>[OH:23][C:13]1[C:7]2[N:8]([CH3:12])[C:9]3[CH:10]=[CH:11][C:3]([O:2][CH3:1])=[CH:4][C:5]=3[C:6]=2[S:15](=[O:17])(=[O:16])[NH:14][C:18]=1[C:19]([O:21][CH3:22])=[O:20] |f:1.2,3.4|. Procedure details: 35.1 gm (0.104 mol) of methyl 3,4-dihydro-7-methoxy-4-methyl-3-oxo-2H-isothiazolo[4,5-b]indole-2-acetate 1,1-dioxide were reacted analogous to Example 18(e) with sodium methylate in toluene/tert. butanol to form 20.6 gm (59% of theory) of methyl 2,5-dihydro-4-hydroxy-8-methoxy-5-methyl-1,2-thiazino[5,6-b]indole-3-carboxylate 1,1-dioxide; M.p.: 225°-226° C. Starting materials: ClC(Cl)(OC(OC(Cl)(Cl)Cl)=O)Cl (triphosgene), N1=CC=CC=C1 (pyridine), C1(CCCCC1)CNC (cyclohexylmethyl-methylamine). Run in C(Cl)Cl (CH2Cl2), C(Cl)Cl (CH2Cl2). Reaction conditions: time 8 hour. Product: C1(CCCCC1)CN(C(=O)Cl)C (Cyclohexylmethyl-methyl-carbamoyl chloride). RXN SMILES: [Cl:1][C:2](Cl)([O:4]C(=O)OC(Cl)(Cl)Cl)Cl.N1C=CC=CC=1.[CH:19]1([CH2:25][NH:26][CH3:27])[CH2:24][CH2:23][CH2:22][CH2:21][CH2:20]1>C(Cl)Cl>[CH:19]1([CH2:25][N:26]([CH3:27])[C:2]([Cl:1])=[O:4])[CH2:24][CH2:23][CH2:22][CH2:21][CH2:20]1. Procedure: To a solution of triphosgene (77 mg, 0.259 mmol) in CH2Cl2 (1 mL) at −78° C. is added dropwise pyridine (63 μl, 0.786 mmol) followed by a solution of cyclohexylmethyl-methylamine (100 mg, 0.786 mmol) in CH2Cl2 (1 mL). The yellow mixture is allowed to reach RT and stirred overnight. The solvent is concentrated, and the residue taken up in AcOEt. An aqueous saturated solution of NaHCO3 is added, the layers are separated and the aqueous one is extracted twice with AcOEt. The combined organic extrac...